The task is: describe an organic reaction: reactants, conditions, products, and yield. This data is from the Open Reaction Database (ORD), a public repository of structured organic reaction records. Starting materials: COc1cc2nc(-c3ccncc3)sc2cc1OC, [K+], O=[N+]([O-])[O-], O, O=S(=O)(O)O. Yields the product COc1cc2sc(-c3ccncc3)nc2c([N+](=O)[O-])c1OC. RXN SMILES: [CH3:1][O:2][c:3]1[c:4]([O:18][CH3:19])[cH:5][c:6]2[c:7]([n:8][c:9](-[c:11]3[cH:12][cH:13][n:14][cH:15][cH:16]3)[s:10]2)[cH:17]1.[K+:20].[O-:21][N+:22]([O-:23])=[O:24].[OH2:25].[S:26](=[O:27])(=[O:28])([OH:29])[OH:30]>>[CH3:1][O:2][c:3]1[c:4]([O:18][CH3:19])[cH:5][c:6]2[c:7]([n:8][c:9](-[c:11]3[cH:12][cH:13][n:14][cH:15][cH:16]3)[s:10]2)[c:17]1[N+:22](=[O:21])[O-:23]. Yields the product Cc1cnc(N2CCN(C(=O)c3ccc(N4CC(C)(C)OC4=O)cc3N3CCCS3(=O)=O)CC2)c(C)c1. The reactants are Cc1cnc(N2CCN(C(=O)c3ccc(Br)cc3N3CCCS3(=O)=O)CC2)c(C)c1, CC1(C)CNC(=O)O1. RXN SMILES: [Br:1][c:2]1[cH:3][c:4]([N:24]2[S:25](=[O:29])(=[O:30])[CH2:26][CH2:27][CH2:28]2)[c:5]([C:8](=[O:9])[N:10]2[CH2:11][CH2:12][N:13]([c:16]3[n:17][cH:18][c:19]([CH3:23])[cH:20][c:21]3[CH3:22])[CH2:14][CH2:15]2)[cH:6][cH:7]1.[CH3:31][C:32]1([CH3:38])[CH2:33][NH:34][C:35](=[O:37])[O:36]1>>[c:2]1([N:34]2[CH2:33][C:32]([CH3:31])([CH3:38])[O:36][C:35]2=[O:37])[cH:3][c:4]([N:24]2[S:25](=[O:29])(=[O:30])[CH2:26][CH2:27][CH2:28]2)[c:5]([C:8](=[O:9])[N:10]2[CH2:11][CH2:12][N:13]([c:16]3[n:17][cH:18][c:19]([CH3:23])[cH:20][c:21]3[CH3:22])[CH2:14][CH2:15]2)[cH:6][cH:7]1. Starting materials: CC(C)(C)[O-], CSC1=NC(C)(c2ccccc2)C(=O)N1, [K+], C1CCOC1, O, ClSc1ccccc1. The product is CSC1=NC(C)(c2ccccc2)C(=O)N1Sc1ccccc1. RXN SMILES: [CH3:16][C:17]([CH3:18])([O-:19])[CH3:20].[CH3:1][S:2][C:3]1=[N:7][C:6]([c:8]2[cH:9][cH:10][cH:11][cH:12][cH:13]2)([CH3:14])[C:5](=[O:15])[NH:4]1.[K+:21].[O:31]1[CH2:32][CH2:33][CH2:34][CH2:35]1.[OH2:30].[c:22]1([S:28][Cl:29])[cH:23][cH:24][cH:25][cH:26][cH:27]1>>[CH3:1][S:2][C:3]1=[N:7][C:6]([c:8]2[cH:9][cH:10][cH:11][cH:12][cH:13]2)([CH3:14])[C:5](=[O:15])[N:4]1[S:28][c:22]1[cH:23][cH:24][cH:25][cH:26][cH:27]1. The reactants are C[Si](CCOCN(C1=C(C(=NC=2N1N=CC2C=2C=NC(=CC2)C2=CC(=C(C=C2)OC)CO)C2CC1CCC(C2)N1C(=O)OC(C)(C)C)Br)COCC[Si](C)(C)C)(C)C (Tert-butyl 3-(7-(bis((2-(trimethylsilyl)ethoxy)methyl)amino)-6-bromo-3-(6-(3-(hydroxymethyl)-4-methoxyphenyl)pyridin-3-yl)pyrazolo[1,5-a]pyrimidin-5-yl)-8-azabicyclo[3.2.1]octane-8-carboxylate), Cl (HCl), O1CCOCC1 (dioxane). Solvent: O (water). Run at time 40 minute. The product is NC1=C(C(=NC=2N1N=CC2C=2C=NC(=CC2)C2=CC(=C(C=C2)OC)CO)C2CC1CCC(C2)N1C(CO)=O)Br (1-(3-(7-Amino-6-bromo-3-(6-(3-(hydroxymethyl)-4-methoxyphenyl)pyridin-3-yl)pyrazolo[1,5-a]pyrimidin-5-yl)-8-azabicyclo[3.2.1]octan-8-yl)-2-hydroxyethanone). Reaction SMILES: C[Si](C)(C)CCOC[N:7](COCC[Si](C)(C)C)[C:8]1[N:13]2[N:14]=[CH:15][C:16]([C:17]3[CH:18]=[N:19][C:20]([C:23]4[CH:28]=[CH:27][C:26]([O:29][CH3:30])=[C:25]([CH2:31][OH:32])[CH:24]=4)=[CH:21][CH:22]=3)=[C:12]2[N:11]=[C:10]([CH:33]2[CH2:39][CH:38]3[N:40]([C:41](OC(C)(C)C)=[O:42])[CH:35]([CH2:36][CH2:37]3)[CH2:34]2)[C:9]=1[Br:48].Cl.[O:60]1CCOC[CH2:61]1>O>[NH2:7][C:8]1[N:13]2[N:14]=[CH:15][C:16]([C:17]3[CH:18]=[N:19][C:20]([C:23]4[CH:28]=[CH:27][C:26]([O:29][CH3:30])=[C:25]([CH2:31][OH:32])[CH:24]=4)=[CH:21][CH:22]=3)=[C:12]2[N:11]=[C:10]([CH:33]2[CH2:34][CH:35]3[N:40]([C:41](=[O:42])[CH2:61][OH:60])[CH:38]([CH2:37][CH2:36]3)[CH2:39]2)[C:9]=1[Br:48]. Reported procedure: Tert-butyl 3-(7-(bis((2-(trimethylsilyl)ethoxy)methyl)amino)-6-bromo-3-(6-(3-(hydroxymethyl)-4-methoxyphenyl)pyridin-3-yl)pyrazolo[1,5-a]pyrimidin-5-yl)-8-azabicyclo[3.2.1]octane-8-carboxylate (219 mg) was treated with 4N HCl in dioxane (4 mL) and water (1 mL) and the resulting mixture was stirred for 40 minutes, concentrated and lyophilized to provide the title compound. The reactants are CCSC1NC(=O)C(=Cc2ccc3c(cnn3Cc3ccc(Cl)cc3C(F)(F)F)c2)S1, OCCNCCO. The product is O=C1N=C(N(CCO)CCO)SC1=Cc1ccc2c(cnn2Cc2ccc(Cl)cc2C(F)(F)F)c1. As a reaction SMILES: [Cl:1][c:2]1[cH:3][c:4]([C:28]([F:29])([F:30])[F:31])[c:5]([CH2:6][n:7]2[n:8][cH:9][c:10]3[cH:11][c:12]([CH:16]=[C:17]4[C:18](=[O:25])[NH:19][CH:20]([S:22][CH2:23][CH3:24])[S:21]4)[cH:13][cH:14][c:15]23)[cH:26][cH:27]1.[OH:32][CH2:33][CH2:34][NH:35][CH2:36][CH2:37][OH:38]>>[Cl:1][c:2]1[cH:3][c:4]([C:28]([F:29])([F:30])[F:31])[c:5]([CH2:6][n:7]2[n:8][cH:9][c:10]3[cH:11][c:12]([CH:16]=[C:17]4[C:18](=[O:25])[N:19]=[C:20]([N:35]([CH2:34][CH2:33][OH:32])[CH2:36][CH2:37][OH:38])[S:21]4)[cH:13][cH:14][c:15]23)[cH:26][cH:27]1.